From a dataset of the Open Reaction Database (ORD), a public repository of structured organic reaction records. describe an organic reaction: reactants, conditions, products, and yield The reactants are ClC1=C(C(=NC(=C1C(=O)OC)C(F)(F)Cl)C(F)(F)F)C(=O)OCC (3-Ethyl 5-methyl 4-chloro-6-(chlorodifluoromethyl)-2-(trifluoromethyl)-3,5-pyridinedicarboxylate), N1CCCC1 (pyrrolidine). Solvent: CN(C)C=O (DMF). Product: ClC(C1=C(C(=C(C(=N1)C(F)(F)F)C(=O)OCC)N1CCCC1)C(=O)OC)(F)F (3-Ethyl 5-methyl 6-(chlorodifluoromethyl)-4(1-pyrrolidinyl)-2-(trifluoromethyl)-3,5-pyridine-dicarboxylate). Yield: 83.8%. Reaction SMILES: Cl[C:2]1[C:7]([C:8]([O:10][CH3:11])=[O:9])=[C:6]([C:12]([Cl:15])([F:14])[F:13])[N:5]=[C:4]([C:16]([F:19])([F:18])[F:17])[C:3]=1[C:20]([O:22][CH2:23][CH3:24])=[O:21].[NH:25]1[CH2:29][CH2:28][CH2:27][CH2:26]1>CN(C=O)C>[Cl:15][C:12]([F:13])([F:14])[C:6]1[N:5]=[C:4]([C:16]([F:19])([F:18])[F:17])[C:3]([C:20]([O:22][CH2:23][CH3:24])=[O:21])=[C:2]([N:25]2[CH2:29][CH2:28][CH2:27][CH2:26]2)[C:7]=1[C:8]([O:10][CH3:11])=[O:9]. Procedure details: This compound was prepared as described in Example 37: 5.0 g (0.013 mol) of product of Example 28, 2.1 ml (0.026 mol) of pyrrolidine in 30 ml of DMF were reacted at room temperature for 16 hours affording 4.69 g of solid. Recrystallization in hot hexane-ether gave 4.36 g (77.9%) of product as a white solid; mp 72°-73.5° C.